Dataset: the Open Reaction Database (ORD), a public repository of structured organic reaction records. Task: describe an organic reaction: reactants, conditions, products, and yield Reactants: CC=C(CC)c1cccc2[nH]c(=O)[nH]c12, CC=C(CC)c1cccc2[nH]c(=O)[nH]c12, CCO, O=C[O-], [NH4+]. Product: CCC(CC)c1cccc2[nH]c(=O)[nH]c12. Reaction SMILES: [CH2:16]([C:17]([c:18]1[c:19]2[nH:20][c:21](=[O:22])[nH:23][c:24]2[cH:25][cH:26][cH:27]1)=[CH:28][CH3:29])[CH3:30].[CH2:1]([CH3:2])[C:3](=[CH:4][CH3:5])[c:6]1[cH:7][cH:8][cH:9][c:10]2[nH:11][c:12](=[O:15])[nH:13][c:14]12.[CH3:35][CH2:36][OH:37].[CH:31]([O-:32])=[O:33].[NH4+:34]>>[CH2:1]([CH3:2])[CH:3]([CH2:4][CH3:5])[c:6]1[cH:7][cH:8][cH:9][c:10]2[nH:11][c:12](=[O:15])[nH:13][c:14]12.